The task is: describe an organic reaction: reactants, conditions, products, and yield. This data is from the Open Reaction Database (ORD), a public repository of structured organic reaction records. Starting materials: CCNCC, C1CCOC1, C(=NC1CCCCC1)=NC1CCCCC1, CN(C)C=O, On1nnc2ccccc21, COC(=CC=Cc1cc2ccccc2[nH]1)C(=O)O. Product: CCN(CC)C(=O)C(=CC=Cc1cc2ccccc2[nH]1)OC. As a reaction SMILES: [CH2:19]([CH3:20])[NH:21][CH2:22][CH3:23].[CH2:54]1[O:55][CH2:56][CH2:57][CH2:58]1.[CH:34]1([N:35]=[C:36]=[N:37][CH:38]2[CH2:39][CH2:40][CH2:41][CH2:42][CH2:43]2)[CH2:44][CH2:45][CH2:46][CH2:47][CH2:48]1.[O:49]=[CH:50][N:51]([CH3:52])[CH3:53].[OH:24][n:25]1[c:26]2[cH:27][cH:28][cH:29][cH:30][c:31]2[n:32][n:33]1.[nH:1]1[c:2]([CH:10]=[CH:11][CH:12]=[C:13]([C:14](=[O:15])[OH:16])[O:17][CH3:18])[cH:3][c:4]2[cH:5][cH:6][cH:7][cH:8][c:9]12>>[nH:1]1[c:2]([CH:10]=[CH:11][CH:12]=[C:13]([C:14](=[O:16])[N:21]([CH2:19][CH3:20])[CH2:22][CH3:23])[O:17][CH3:18])[cH:3][c:4]2[cH:5][cH:6][cH:7][cH:8][c:9]12. Starting materials: ice water, Cl.ClCC=1N=C(SC1)NC (4-chloromethyl-2-methylaminothiazole monohydrochloride), C(C1=CC=CC=C1)(C1=CC=CC=C1)N1CCNCC1 (1-benzhydrylpiperazine), C([O-])([O-])=O.[K+].[K+] (potassium carbonate), Cl (hydrochloride). The solvent is CN(C=O)C (N,N-dimethylformamide). Conditions: temperature 70 celsius. Product: Cl.Cl.Cl.C(C1=CC=CC=C1)(C1=CC=CC=C1)N1CCN(CC1)CC=1N=C(SC1)NC (4-(4-benzhydrylpiperazin-1-ylmethyl)-2-methylaminothiazole trihydrochloride). Isolated yield 44.5%. RXN SMILES: [ClH:1].[Cl:2][CH2:3][C:4]1[N:5]=[C:6]([NH:9][CH3:10])[S:7][CH:8]=1.[CH:11]([N:24]1[CH2:29][CH2:28][NH:27][CH2:26][CH2:25]1)([C:18]1[CH:23]=[CH:22][CH:21]=[CH:20][CH:19]=1)[C:12]1[CH:17]=[CH:16][CH:15]=[CH:14][CH:13]=1.C(=O)([O-])[O-].[K+].[K+].Cl>CN(C)C=O>[ClH:2].[ClH:1].[ClH:2].[CH:11]([N:24]1[CH2:29][CH2:28][N:27]([CH2:3][C:4]2[N:5]=[C:6]([NH:9][CH3:10])[S:7][CH:8]=2)[CH2:26][CH2:25]1)([C:18]1[CH:23]=[CH:22][CH:21]=[CH:20][CH:19]=1)[C:12]1[CH:17]=[CH:16][CH:15]=[CH:14][CH:13]=1 |f:0.1,3.4.5,8.9.10.11|. Procedure: A mixture of 4-chloromethyl-2-methylaminothiazole monohydrochloride (2.2 g), 1-benzhydrylpiperazine (2.5 g) and potassium carbonate (2.7 g) in N,N-dimethylformamide (15 ml) was stirred at 70° C. for an hour. After the reaction mixture was poured into ice-water, it was extracted with ethyl acetate. The extract was washed with water, dried over anhydrous magnesium sulfate and then evaporated to dryness to give an oil, which was transformed into its hydrochloride in a conventional manner, followed ... Reactants: COc1cc2nccc(Oc3ccc(N)cc3)c2cc1OC, CCO, Cc1ccccc1, O=C(N=C=S)c1ccc([N+](=O)[O-])cc1. Product: COc1cc2nccc(Oc3ccc(NC(=S)NC(=O)c4ccc([N+](=O)[O-])cc4)cc3)c2cc1OC. RXN SMILES: [CH3:1][O:2][c:3]1[cH:4][c:5]2[c:6]([O:15][c:16]3[cH:17][cH:18][c:19]([NH2:20])[cH:21][cH:22]3)[cH:7][cH:8][n:9][c:10]2[cH:11][c:12]1[O:13][CH3:14].[CH3:23][CH2:24][OH:25].[CH3:40][c:41]1[cH:42][cH:43][cH:44][cH:45][cH:46]1.[N+:26](=[O:27])([O-:28])[c:29]1[cH:30][cH:31][c:32]([C:35](=[O:36])[N:37]=[C:38]=[S:39])[cH:33][cH:34]1>>[CH3:1][O:2][c:3]1[cH:4][c:5]2[c:6]([O:15][c:16]3[cH:17][cH:18][c:19]([NH:20][C:38]([NH:37][C:35]([c:32]4[cH:31][cH:30][c:29]([N+:26](=[O:27])[O-:28])[cH:34][cH:33]4)=[O:36])=[S:39])[cH:21][cH:22]3)[cH:7][cH:8][n:9][c:10]2[cH:11][c:12]1[O:13][CH3:14]. The reactants are N1C=NC=C1 (imidazole), CS(=O)(=O)OCCCC1=CC(=CC=C1)OCC=1N=C(OC1)\C=C\C1=CC=CC=C1 (3-[3-[2-[(E)-2-phenylethenyl]-4-oxazolylmethoxy]phenyl]propyl methanesulfonate). The product is N1(C=NC=C1)CCCC=1C=C(OCC=2N=C(OC2)\C=C\C2=CC=CC=C2)C=CC1 (4-[3-[3-(1-imidazolyl)propyl]phenoxymethyl]-2-[(E)-2-phenylethenyl]oxazole). The yield is 63.0%. As a reaction SMILES: [NH:1]1[CH:5]=[CH:4][N:3]=[CH:2]1.CS(O[CH2:11][CH2:12][CH2:13][C:14]1[CH:19]=[CH:18][CH:17]=[C:16]([O:20][CH2:21][C:22]2[N:23]=[C:24](/[CH:27]=[CH:28]/[C:29]3[CH:34]=[CH:33][CH:32]=[CH:31][CH:30]=3)[O:25][CH:26]=2)[CH:15]=1)(=O)=O>>[N:1]1([CH2:11][CH2:12][CH2:13][C:14]2[CH:15]=[C:16]([CH:17]=[CH:18][CH:19]=2)[O:20][CH2:21][C:22]2[N:23]=[C:24](/[CH:27]=[CH:28]/[C:29]3[CH:34]=[CH:33][CH:32]=[CH:31][CH:30]=3)[O:25][CH:26]=2)[CH:5]=[CH:4][N:3]=[CH:2]1. Procedure: In substantially the same manner as in Working Example 8, imidazole was allowed to react with 3-[3-[2-[(E)-2-phenylethenyl]-4-oxazolylmethoxy]phenyl]propyl methanesulfonate to give 4-[3-[3-(1-imidazolyl)propyl]phenoxymethyl]-2-[(E)-2-phenylethenyl]oxazole. The yield was 63%. Recrystallization from ethyl acetate-hexane gave colorless prisms, mp 86-87° C.